Dataset: the Open Reaction Database (ORD), a public repository of structured organic reaction records. Task: describe an organic reaction: reactants, conditions, products, and yield The reactants are C1(=CC=CC=C1)CCCNC1CCC(CC1)=O (4-(3-phenyl-propylamino)-cyclohexanone), C(=O)([O-])[O-].[K+].[K+] (K2CO3), ClC(=O)OCC1=CC=CC=C1 (benzyl chloroformate), C(Cl)Cl (CH2Cl2). Run in O (H2O). Run at time 1.5 hour. Yields the product C(C1=CC=CC=C1)OC(N(CCCC1=CC=CC=C1)C1CCC(CC1)=O)=O ((4-Oxo-cyclohexyl)-(3-phenyl-propyl)-carbamic acid benzyl ester). Reaction SMILES: [C:1]1([CH2:7][CH2:8][CH2:9][NH:10][CH:11]2[CH2:16][CH2:15][C:14](=[O:17])[CH2:13][CH2:12]2)[CH:6]=[CH:5][CH:4]=[CH:3][CH:2]=1.C([O-])([O-])=O.[K+].[K+].Cl[C:25]([O:27][CH2:28][C:29]1[CH:34]=[CH:33][CH:32]=[CH:31][CH:30]=1)=[O:26].C(Cl)Cl>O>[CH2:28]([O:27][C:25](=[O:26])[N:10]([CH:11]1[CH2:16][CH2:15][C:14](=[O:17])[CH2:13][CH2:12]1)[CH2:9][CH2:8][CH2:7][C:1]1[CH:2]=[CH:3][CH:4]=[CH:5][CH:6]=1)[C:29]1[CH:34]=[CH:33][CH:32]=[CH:31][CH:30]=1 |f:1.2.3|. Reported procedure: A mixture of 4-(3-phenyl-propylamino)-cyclohexanone (1.9 g, 8.21 mmol), K2CO3 (1.15 g, 8.3 mmol), benzyl chloroformate (1.42 g, 8.3 mmol) and CH2Cl2 (20 ml) was stirred at r.t for 1.5 h. H2O (50 ml) was added, and the mixture was extracted with CH2Cl2. The organic layer was dried (Na2SO4), evaporated and the residue was purified by chromatography (SiO2, CH2Cl2—MeOH 95:5) to give (4-Oxo-cyclohexyl)-(3-phenyl-propyl)-carbamic acid benzyl ester as a yellow oil (2.7 g, 90%, MS: m/e=365(M+)). Reactants: O=C(O)C1(c2ccc(Cl)cc2Cl)CC1, NCCCN1CCC(c2cccc(NC(=O)C3CC3)c2)CC1. Product: O=C(Nc1cccc(C2CCN(CCCNC(=O)C3(c4ccc(Cl)cc4Cl)CC3)CC2)c1)C1CC1. RXN SMILES: [Cl:1][c:2]1[c:3]([C:9]2([C:12](=[O:13])[OH:14])[CH2:10][CH2:11]2)[cH:4][cH:5][c:6]([Cl:8])[cH:7]1.[NH2:15][CH2:16][CH2:17][CH2:18][N:19]1[CH2:20][CH2:21][CH:22]([c:25]2[cH:26][c:27]([NH:31][C:32](=[O:33])[CH:34]3[CH2:35][CH2:36]3)[cH:28][cH:29][cH:30]2)[CH2:23][CH2:24]1>>[Cl:1][c:2]1[c:3]([C:9]2([C:12](=[O:14])[NH:15][CH2:16][CH2:17][CH2:18][N:19]3[CH2:20][CH2:21][CH:22]([c:25]4[cH:26][c:27]([NH:31][C:32](=[O:33])[CH:34]5[CH2:35][CH2:36]5)[cH:28][cH:29][cH:30]4)[CH2:23][CH2:24]3)[CH2:10][CH2:11]2)[cH:4][cH:5][c:6]([Cl:8])[cH:7]1. Starting materials: CNc1cc(Br)nc(S(=O)(=O)c2ccc([N+](=O)[O-])cc2)c1, CCOC(C)=O, CO, [Cl-], [Fe], [NH4+], C1COCCO1, O. Yields the product CNc1cc(Br)nc(S(=O)(=O)c2ccc(N)cc2)c1. As a reaction SMILES: [Br:1][c:2]1[n:3][c:4]([S:10](=[O:11])(=[O:12])[c:13]2[cH:14][cH:15][c:16]([N+:19]([O-:20])=[O:21])[cH:17][cH:18]2)[cH:5][c:6]([NH:8][CH3:9])[cH:7]1.[CH3:24][CH2:25][O:26][C:27](=[O:28])[CH3:29].[CH3:30][OH:31].[Cl-:22].[Fe:39].[NH4+:23].[O:32]1[CH2:33][CH2:34][O:35][CH2:36][CH2:37]1.[OH2:38]>>[Br:1][c:2]1[n:3][c:4]([S:10](=[O:11])(=[O:12])[c:13]2[cH:14][cH:15][c:16]([NH2:19])[cH:17][cH:18]2)[cH:5][c:6]([NH:8][CH3:9])[cH:7]1. The reactants are CO, Cl, CC(C)(C)OC(=O)N1CCc2cccc(C(=O)N3CCC4(CC3)CCN(c3ccncc3)CC4)c2C1. Yields the product O=C(c1cccc2c1CNCC2)N1CCC2(CC1)CCN(c1ccncc1)CC2. As a reaction SMILES: [CH3:38][OH:39].[ClH:1].[n:2]1[cH:3][cH:4][c:5]([N:8]2[CH2:9][CH2:10][C:11]3([CH2:12][CH2:13][N:14]([C:17](=[O:18])[c:19]4[cH:20][cH:21][cH:22][c:23]5[c:28]4[CH2:27][N:26]([C:29]([O:30][C:31]([CH3:32])([CH3:33])[CH3:34])=[O:35])[CH2:25][CH2:24]5)[CH2:15][CH2:16]3)[CH2:36][CH2:37]2)[cH:6][cH:7]1>>[n:2]1[cH:3][cH:4][c:5]([N:8]2[CH2:9][CH2:10][C:11]3([CH2:12][CH2:13][N:14]([C:17](=[O:18])[c:19]4[cH:20][cH:21][cH:22][c:23]5[c:28]4[CH2:27][NH:26][CH2:25][CH2:24]5)[CH2:15][CH2:16]3)[CH2:36][CH2:37]2)[cH:6][cH:7]1. Reactants: CC(C(C)(C)O1)(C)OB1C2=CN=C(N3N=CC(C)=C3)N=C2, ClC1=CC2=C(C=CN2)C=C1. The reagents and catalysts are CC(C)(C)C1=CC=C(C=C1)C2=CC=C(C=C2)C(C)(C)C, [O-]P(=O)([O-])[O-].[K+].[K+].[K+], CC(C1=CC(C(C)C)=C(C2=CC=CC=C2P(C3CCCCC3)C4CCCCC4)C(C(C)C)=C1)C.NC5=CC=CC=C5C6=CC=CC=[C-]6.Cl[Pd+]. Solvent: C1CCOC1, O (water), C1CCOC1. Conditions: temperature 25 celsius, time 24 hour. Product: CC1=CN(N=C1)C2=NC=C(C3=CC4=C(C=C3)C=CN4)C=N2. Isolated yield 0.0%. Starting materials: COC(=O)CCCN1C(=O)N=C(NC2CCCCC2)C12CCNCC2, Cl, Cl, O=Cc1ccc(I)cc1. The product is COC(=O)CCCN1C(=O)N=C(NC2CCCCC2)C12CCN(Cc1ccc(I)cc1)CC2. RXN SMILES: [CH:3]1([NH:9][C:10]2=[N:11][C:12](=[O:27])[N:13]([CH2:20][CH2:21][CH2:22][C:23](=[O:24])[O:25][CH3:26])[C:14]23[CH2:15][CH2:16][NH:17][CH2:18][CH2:19]3)[CH2:4][CH2:5][CH2:6][CH2:7][CH2:8]1.[ClH:1].[ClH:2].[I:28][c:29]1[cH:30][cH:31][c:32]([CH:33]=[O:34])[cH:35][cH:36]1>>[CH:3]1([NH:9][C:10]2=[N:11][C:12](=[O:27])[N:13]([CH2:20][CH2:21][CH2:22][C:23](=[O:24])[O:25][CH3:26])[C:14]23[CH2:15][CH2:16][N:17]([CH2:33][c:32]2[cH:31][cH:30][c:29]([I:28])[cH:36][cH:35]2)[CH2:18][CH2:19]3)[CH2:4][CH2:5][CH2:6][CH2:7][CH2:8]1.